This data is from the Open Reaction Database (ORD), a public repository of structured organic reaction records. The task is: describe an organic reaction: reactants, conditions, products, and yield As a reaction SMILES: [CH2:17]=[O:18].[CH3:14][NH:15][CH3:16].[CH3:21][C:22](=[O:23])[OH:24].[Na+:20].[OH-:19].[nH:1]1[cH:2][cH:3][c:4]2[c:5]([C:10](=[O:11])[O:12][CH3:13])[cH:6][cH:7][cH:8][c:9]12>>[nH:1]1[cH:2][c:3]([CH2:17][N:15]([CH3:14])[CH3:16])[c:4]2[c:5]([C:10](=[O:11])[O:12][CH3:13])[cH:6][cH:7][cH:8][c:9]12. The product is COC(=O)c1cccc2[nH]cc(CN(C)C)c12. Starting materials: C=O, CNC, CC(=O)O, [Na+], [OH-], COC(=O)c1cccc2[nH]ccc12. Starting materials: N#CC1(Nc2ccc(Cl)cc2)CCN(Cc2ccccc2)CC1, [NH4+], [OH-], O=S(=O)(O)O. Yields the product NC(=O)C1(Nc2ccc(Cl)cc2)CCN(Cc2ccccc2)CC1. Reaction SMILES: [CH2:1]([c:2]1[cH:3][cH:4][cH:5][cH:6][cH:7]1)[N:8]1[CH2:9][CH2:10][C:11]([C:14]#[N:15])([NH:16][c:17]2[cH:18][cH:19][c:20]([Cl:23])[cH:21][cH:22]2)[CH2:12][CH2:13]1.[NH4+:24].[OH-:25].[S:26](=[O:27])(=[O:28])([OH:29])[OH:30]>>[CH2:1]([c:2]1[cH:3][cH:4][cH:5][cH:6][cH:7]1)[N:8]1[CH2:9][CH2:10][C:11]([C:14]([NH2:15])=[O:25])([NH:16][c:17]2[cH:18][cH:19][c:20]([Cl:23])[cH:21][cH:22]2)[CH2:12][CH2:13]1.